From a dataset of the Open Reaction Database (ORD), a public repository of structured organic reaction records. describe an organic reaction: reactants, conditions, products, and yield Reactants: OC=1C=C(C=O)C=CC1 (meta-hydroxybenzaldehyde), C#N (HCN). Run at time 35 minute. Product: OC=1C=C([C@@H](C#N)O)C=CC1 ((S)-3-hydroxymandelonitrile). RXN SMILES: [OH:1][C:2]1[CH:3]=[C:4]([CH:7]=[CH:8][CH:9]=1)[CH:5]=[O:6].[CH:10]#[N:11]>>[OH:1][C:2]1[CH:3]=[C:4]([CH:7]=[CH:8][CH:9]=1)[C@H:5]([OH:6])[C:10]#[N:11]. Procedure details: 61 mg (0.5 mmol) of meta-hydroxybenzaldehyde were reacted at pH 3.25 with 450 μl of 4.2M aqueous HCN solution in accordance with Example 14. The reaction was complete after 30 to 40 minutes. The (S)-3-hydroxymandelonitrile was isolated as described in Example 14. Run at temperature 90 celsius, time 6 hour. The reactants are FC(C(C(=O)O)=C)(F)F (α-trifluoromethylacrylic acid), NC(=O)N (urea). Procedure details: A mixture of α-trifluoromethylacrylic acid (700 mg; 5.0 mmoles) and urea (342 mg; 5.7 mmoles) in DMF (3 ml) was heated at 90° C. with stirring for 6 hours. DMF was evaporated under reduced pressure. The residue was purified by a column chromatography on silica gel (ethyl acetate) to give 540 mg (yield: 54%) of (2-hydroxycarbonyl-3,3,3-trifluoropropyl)urea. m.p.: 149°-149.5° C. Isolated yield 54.0%. Yields the product OC(=O)C(CNC(=O)N)C(F)(F)F ((2-hydroxycarbonyl-3,3,3-trifluoropropyl)urea). RXN SMILES: [F:1][C:2]([F:9])([F:8])[C:3](=[CH2:7])[C:4]([OH:6])=[O:5].[NH2:10][C:11]([NH2:13])=[O:12]>CN(C=O)C>[OH:5][C:4]([CH:3]([C:2]([F:9])([F:8])[F:1])[CH2:7][NH:10][C:11]([NH2:13])=[O:12])=[O:6]. The solvent is CN(C)C=O (DMF). Reactants: CC(C)(C)OC(=O)NCc1cc2ncc(N3CCN(S(=O)(=O)c4ccccc4[N+](=O)[O-])CC3)n2cc1-c1ccc(Cl)cc1Cl, [Li+], [Na+], O=C([O-])O, CN(C)C=O, [OH-], O, O=C(O)CS. Yields the product CC(C)(C)OC(=O)NCc1cc2ncc(N3CCNCC3)n2cc1-c1ccc(Cl)cc1Cl. As a reaction SMILES: [C:1]([CH3:2])([CH3:3])([CH3:4])[O:5][C:6]([NH:7][CH2:8][c:9]1[cH:10][c:11]2[n:12]([cH:13][c:14]1-[c:15]1[c:16]([Cl:22])[cH:17][c:18]([Cl:21])[cH:19][cH:20]1)[c:23]([N:26]1[CH2:27][CH2:28][N:29]([S:32]([c:33]3[cH:34][cH:35][cH:36][cH:37][c:38]3[N+:39]([O-:40])=[O:41])(=[O:42])=[O:43])[CH2:30][CH2:31]1)[cH:24][n:25]2)=[O:44].[Li+:46].[Na+:57].[O-:53][C:54]([OH:55])=[O:56].[O:58]=[CH:59][N:60]([CH3:61])[CH3:62].[OH-:45].[OH2:47].[SH:48][CH2:49][C:50]([OH:51])=[O:52]>>[C:1]([CH3:2])([CH3:3])([CH3:4])[O:5][C:6]([NH:7][CH2:8][c:9]1[cH:10][c:11]2[n:12]([cH:13][c:14]1-[c:15]1[c:16]([Cl:22])[cH:17][c:18]([Cl:21])[cH:19][cH:20]1)[c:23]([N:26]1[CH2:27][CH2:28][NH:29][CH2:30][CH2:31]1)[cH:24][n:25]2)=[O:44]. Starting materials: CC(C)(C)OC(=O)N1CCN(c2cccc3c2COC(=O)N3Cc2ccccc2)CC1, CCO. Product: O=C1OCc2c(N3CCNCC3)cccc2N1Cc1ccccc1. As a reaction SMILES: [C:1]([O:2][C:3](=[O:4])[N:8]1[CH2:9][CH2:10][N:11]([c:14]2[cH:15][cH:16][cH:17][c:18]3[c:23]2[CH2:22][O:21][C:20](=[O:24])[N:19]3[CH2:25][c:26]2[cH:27][cH:28][cH:29][cH:30][cH:31]2)[CH2:12][CH2:13]1)([CH3:5])([CH3:6])[CH3:7].[CH3:32][CH2:33][OH:34]>>[NH:8]1[CH2:9][CH2:10][N:11]([c:14]2[cH:15][cH:16][cH:17][c:18]3[c:23]2[CH2:22][O:21][C:20](=[O:24])[N:19]3[CH2:25][c:26]2[cH:27][cH:28][cH:29][cH:30][cH:31]2)[CH2:12][CH2:13]1. Product: C(C)(=O)OC1=C(C(=O)ON(CC)CC)C=CC=C1 (N-[2-(Acetyloxy)benzoyloxy]-N,N-Diethylamine). As a reaction SMILES: [CH3:1][C:2]([O:4][C:5]1[C:10]([C:11](Cl)=[O:12])=[CH:9][CH:8]=[CH:7][CH:6]=1)=[O:3].[CH2:14]([N:16]([CH2:18][CH3:19])[OH:17])[CH3:15]>CCOCC>[C:2]([O:4][C:5]1[CH:6]=[CH:7][CH:8]=[CH:9][C:10]=1[C:11]([O:17][N:16]([CH2:18][CH3:19])[CH2:14][CH3:15])=[O:12])(=[O:3])[CH3:1]. Isolated yield 84.0%. The reactants are CC(=O)OC1=CC=CC=C1C(=O)Cl (aspirin chloride), C(C)N(O)CC (N,N-diethylhydroxylamine). Procedure details: To 9.1 g (0.0455 mol) of aspirin chloride dissolved in 100 ml of ether was added 8.1 g (0.09 mol) of N,N-diethylhydroxylamine dissolved in 100 ml of ether. The resulting suspension was filtered and the filtrate was diluted with 800 ml of heptane and filtered again. The ether-heptane filtrate was then concentrated in vacuo to give the desired compound (E) as a light yellow oil in 84% yield: TLC (silica gel, ehter) Rf =0.39; IR (neat) broad band 1760-1730 cm-1 (s) (C=O); NMR (CDCl1)δ8.1.7.0 (m, 4,... Run in CCOCC (ether), CCOCC (ether). The solvent is C(C)O (Ethanol). Product: NC1=C(C=C(C=C1)CC(=O)OCC)C (Ethyl (4-amino-3-methylphenyl)acetate). Starting materials: CC=1C=C(C=CC1[N+](=O)[O-])C(C(=O)OCC)C(=O)OCC1=CC=CC=C1 (ethyl phenylmethyl (3-methyl-4-nitrophenyl)propanedioate), [H][H] (hydrogen). Reagents/catalysts: [Pd] (palladium on carbon), [Pd] (palladium on carbon). Reported procedure: Batch 2: ethyl phenylmethyl (3-methyl-4-nitrophenyl)propanedioate (35 g, 98 mmol) was taken up in Ethanol (500 ml) and subjected to a hydrogenation at atmospheric pressure using 10% palladium on carbon (3.13 g, 2.94 mmol). After 2 hours a sample was taken for analysis. The reservoir was refilled with hydrogen and the reaction continued overnight. The catalyst was removed by filtration through celite and fresh catalyst palladium on carbon (3.13 g, 2.94 mmol) was added to the reaction mixture. The... Conditions: time 2 hour. RXN SMILES: [CH3:1][C:2]1[CH:3]=[C:4]([CH:11](C(OCC2C=CC=CC=2)=O)[C:12]([O:14][CH2:15][CH3:16])=[O:13])[CH:5]=[CH:6][C:7]=1[N+:8]([O-])=O.[H][H]>C(O)C.[Pd]>[NH2:8][C:7]1[CH:6]=[CH:5][C:4]([CH2:11][C:12]([O:14][CH2:15][CH3:16])=[O:13])=[CH:3][C:2]=1[CH3:1]. The reactants are CC(C)C(NC(=O)OC(C)(C)C)C(=O)O, ClCCl, CN1CCCCC1, CC(N)COc1c(Cl)cc(Cl)cc1Cl, CC(C)COC(=O)Cl, O. Yields the product CC(COc1c(Cl)cc(Cl)cc1Cl)NC(=O)C(NC(=O)OC(C)(C)C)C(C)C. Reaction SMILES: [C:8]([CH3:9])([CH3:10])([CH3:11])[O:12][C:13](=[O:14])[NH:15][CH:16]([CH:17]([CH3:18])[CH3:19])[C:20](=[O:21])[OH:22].[CH2:45]([Cl:46])[Cl:47].[CH3:1][N:2]1[CH2:3][CH2:4][CH2:5][CH2:6][CH2:7]1.[CH3:31][CH:32]([CH2:33][O:34][c:35]1[c:36]([Cl:43])[cH:37][c:38]([Cl:42])[cH:39][c:40]1[Cl:41])[NH2:44].[Cl:23][C:24]([O:25][CH2:26][CH:27]([CH3:28])[CH3:29])=[O:30].[OH2:48]>>[C:8]([CH3:9])([CH3:10])([CH3:11])[O:12][C:13](=[O:14])[NH:15][CH:16]([CH:17]([CH3:18])[CH3:19])[C:20](=[O:22])[NH:44][CH:32]([CH3:31])[CH2:33][O:34][c:35]1[c:36]([Cl:43])[cH:37][c:38]([Cl:42])[cH:39][c:40]1[Cl:41]. Reactants: BrC1=CC(=C(C=C1)CN1CCN(CC1)C(=O)OC(C)(C)C)F (tert-butyl 4-[(4-bromo-2-fluorophenyl)methyl]piperazine-1-carboxylate), CC1=NC=CC(=C1)B(O)O ((2-methylpyridin-4-yl)boronic acid), C([O-])([O-])=O.[K+].[K+] (potassium carbonate), O1CCOCC1 (dioxane). The reagents and catalysts are C=1C=CC(=CC1)[P](C=2C=CC=CC2)(C=3C=CC=CC3)[Pd]([P](C=4C=CC=CC4)(C=5C=CC=CC5)C=6C=CC=CC6)([P](C=7C=CC=CC7)(C=8C=CC=CC8)C=9C=CC=CC9)[P](C=1C=CC=CC1)(C=1C=CC=CC1)C=1C=CC=CC1 (Tetrakis(triphenylphosphine)palladium). Run in O (water). Run at temperature 75 celsius, time 8 hour. Product: FC1=C(C=CC(=C1)C1=CC(=NC=C1)C)CN1CCN(CC1)C(=O)OC(C)(C)C (tert-butyl 4-[[2-fluoro-4-(2-methylpyridin-4-yl)phenyl]methyl]piperazine-1-carboxylate). Isolated yield 58.1%. RXN SMILES: Br[C:2]1[CH:7]=[CH:6][C:5]([CH2:8][N:9]2[CH2:14][CH2:13][N:12]([C:15]([O:17][C:18]([CH3:21])([CH3:20])[CH3:19])=[O:16])[CH2:11][CH2:10]2)=[C:4]([F:22])[CH:3]=1.[CH3:23][C:24]1[CH:29]=[C:28](B(O)O)[CH:27]=[CH:26][N:25]=1.C(=O)([O-])[O-].[K+].[K+].O1CCOCC1>C1C=CC([P]([Pd]([P](C2C=CC=CC=2)(C2C=CC=CC=2)C2C=CC=CC=2)([P](C2C=CC=CC=2)(C2C=CC=CC=2)C2C=CC=CC=2)[P](C2C=CC=CC=2)(C2C=CC=CC=2)C2C=CC=CC=2)(C2C=CC=CC=2)C2C=CC=CC=2)=CC=1.O>[F:22][C:4]1[CH:3]=[C:2]([C:28]2[CH:27]=[CH:26][N:25]=[C:24]([CH3:23])[CH:29]=2)[CH:7]=[CH:6][C:5]=1[CH2:8][N:9]1[CH2:14][CH2:13][N:12]([C:15]([O:17][C:18]([CH3:21])([CH3:20])[CH3:19])=[O:16])[CH2:11][CH2:10]1 |f:2.3.4,^1:48,50,69,88|. Reported procedure: A 25 mL round-bottom flask was purged with and maintained under an inert atmosphere of nitrogen then charged with tert-butyl 4-[(4-bromo-2-fluorophenyl)methyl]piperazine-1-carboxylate (1.00 g, 2.68 mmol, 1.00 equiv), (2-methylpyridin-4-yl)boronic acid (0.737 g, 5.38 mmol, 2.01 equiv), Tetrakis(triphenylphosphine)palladium (0.311 g, 0.270 mmol, 0.10 equiv), potassium carbonate (1.10 g, 7.96 mmol, 2.97 equiv), dioxane (10 mL) and water (2 mL). The resulting solution was stirred overnight at 75° C.... Starting materials: N1C(NC2=C1C=CC=C2)=C(C(=O)C2=CC(=CC=C2)C(CO)O)C(=O)C2=CC(=CC=C2)F (2-(1,3-dihydro-2H-benzimidazol-2-ylidene)-1-[3-(1,2-dihydroxyethyl)phenyl]-3-(3-fluorophenyl)propane-1,3-dione), C(=O)(N1C=NC=C1)N1C=NC=C1 (1,1′-carbonyldiimidazole). Conditions: temperature 80 celsius, time 12 hour. Product: N1C(NC2=C1C=CC=C2)=C(C(=O)C2=CC(=CC=C2)F)C(=O)C2=CC(=CC=C2)C2OC(OC2)=O (2-(1,3-dihydro-2H-benzimidazol-2-ylidene)-1-(3-fluorophenyl)-3-[3-(2-oxo-1,3-dioxolan-4-yl)phenyl]propane-1,3-dione). Isolated yield 9.0%. RXN SMILES: [NH:1]1[C:5]2[CH:6]=[CH:7][CH:8]=[CH:9][C:4]=2[NH:3][C:2]1=[C:10]([C:23]([C:25]1[CH:30]=[CH:29][CH:28]=[C:27]([F:31])[CH:26]=1)=[O:24])[C:11]([C:13]1[CH:18]=[CH:17][CH:16]=[C:15]([CH:19]([OH:22])[CH2:20][OH:21])[CH:14]=1)=[O:12].[C:32](N1C=CN=C1)(N1C=CN=C1)=[O:33]>>[NH:1]1[C:5]2[CH:6]=[CH:7][CH:8]=[CH:9][C:4]=2[NH:3][C:2]1=[C:10]([C:11]([C:13]1[CH:18]=[CH:17][CH:16]=[C:15]([CH:19]2[CH2:20][O:21][C:32](=[O:33])[O:22]2)[CH:14]=1)=[O:12])[C:23]([C:25]1[CH:30]=[CH:29][CH:28]=[C:27]([F:31])[CH:26]=1)=[O:24]. Procedure: A 300 mg portion of 2-(1,3-dihydro-2H-benzimidazol-2-ylidene)-1-[3-(1,2-dihydroxyethyl)phenyl]-3-(3-fluorophenyl)propane-1,3-dione and 200 mg of 1,1′-carbonyldiimidazole were dissolved in 7 ml of Tol and stirred at 80° C. for 12 hours. After concentration of the reaction liquid, the thus formed residue was purified by a silica gel column chromatography to obtain 30 mg (9%) of 2-(1,3-dihydro-2H-benzimidazol-2-ylidene)-1-(3-fluorophenyl)-3-[3-(2-oxo-1,3-dioxolan-4-yl)phenyl]propane-1,3-dione as a ...